From a dataset of the Open Reaction Database (ORD), a public repository of structured organic reaction records. describe an organic reaction: reactants, conditions, products, and yield The reactants are NCCN, Cc1ccc2nc(-c3ccc(Br)cc3)cn2c1, N#C[Cu], CN(C)C=O, O. The product is Cc1ccc2nc(-c3ccc(C#N)cc3)cn2c1. Reaction SMILES: [CH2:22]([NH2:23])[CH2:24][NH2:25].[CH3:1][c:2]1[cH:3][cH:4][c:5]2[n:6]([cH:7]1)[cH:8][c:9](-[c:11]1[cH:12][cH:13][c:14]([Br:17])[cH:15][cH:16]1)[n:10]2.[Cu:18][C:19]#[N:20].[O:26]=[CH:27][N:28]([CH3:29])[CH3:30].[OH2:21]>>[CH3:1][c:2]1[cH:3][cH:4][c:5]2[n:6]([cH:7]1)[cH:8][c:9](-[c:11]1[cH:12][cH:13][c:14]([C:19]#[N:20])[cH:15][cH:16]1)[n:10]2. Starting materials: CCCCN=C=O, CC#N, NS(=O)(=O)c1cccc2c1CCCC2. Yields the product CCCCNC(=O)NS(=O)(=O)c1cccc2c1CCCC2. As a reaction SMILES: [CH3:15][CH2:16][CH2:17][CH2:18][N:19]=[C:20]=[O:21].[CH3:22][C:23]#[N:24].[c:1]1([S:11](=[O:12])(=[O:13])[NH2:14])[cH:2][cH:3][cH:4][c:5]2[c:10]1[CH2:9][CH2:8][CH2:7][CH2:6]2>>[c:1]1([S:11](=[O:12])(=[O:13])[NH:14][C:20]([NH:19][CH2:18][CH2:17][CH2:16][CH3:15])=[O:21])[cH:2][cH:3][cH:4][c:5]2[c:10]1[CH2:9][CH2:8][CH2:7][CH2:6]2.